Dataset: the Open Reaction Database (ORD), a public repository of structured organic reaction records. Task: describe an organic reaction: reactants, conditions, products, and yield Starting materials: CC(C)(C)NS(=O)(=O)c1cccc(-c2cn(-c3nc(-c4ccc(C(F)(F)F)nc4)cc(C(F)F)n3)cn2)c1, ClCCl, O=C(O)C(F)(F)F. The product is NS(=O)(=O)c1cccc(-c2cn(-c3nc(-c4ccc(C(F)(F)F)nc4)cc(C(F)F)n3)cn2)c1. As a reaction SMILES: [C:1]([CH3:2])([CH3:3])([CH3:4])[NH:5][S:6](=[O:7])(=[O:8])[c:9]1[cH:10][c:11](-[c:15]2[n:16][cH:17][n:18](-[c:20]3[n:21][c:22](-[c:29]4[cH:30][n:31][c:32]([C:35]([F:36])([F:37])[F:38])[cH:33][cH:34]4)[cH:23][c:24]([CH:26]([F:27])[F:28])[n:25]3)[cH:19]2)[cH:12][cH:13][cH:14]1.[Cl:46][CH2:47][Cl:48].[F:39][C:40]([F:41])([F:42])[C:43]([OH:44])=[O:45]>>[NH2:5][S:6](=[O:7])(=[O:8])[c:9]1[cH:10][c:11](-[c:15]2[n:16][cH:17][n:18](-[c:20]3[n:21][c:22](-[c:29]4[cH:30][n:31][c:32]([C:35]([F:36])([F:37])[F:38])[cH:33][cH:34]4)[cH:23][c:24]([CH:26]([F:27])[F:28])[n:25]3)[cH:19]2)[cH:12][cH:13][cH:14]1.